describe an organic reaction: reactants, conditions, products, and yield From a dataset of the Open Reaction Database (ORD), a public repository of structured organic reaction records. Reactants: C(C)[C@@]1(C[C@H](CC1)NC(OC(C)(C)C)=O)C(=O)N1CCN(CC1)C1=NC=CC(=C1)C(F)(F)F (tert-Butyl [(1S,3R)-3-ethyl-3-(4-[4-(trifluoromethyl)pyridin-2-yl]piperazin-1-ylcarbonyl)cyclopentyl]carbamate), Cl (hydrogen chloride). Run in solution, O1CCOCC1 (1,4-dioxane). Run at time 8 hour. The product is Cl.Cl.C(C)[C@@]1(C[C@H](CC1)N)C(=O)N1CCN(CC1)C1=NC=CC(=C1)C(F)(F)F ((1S,3R)-3-Ethyl-3-(4-[4-(trifluoromethyl)pyridin-2-yl]piperazin-1-ylcarbonyl)cyclopentanamine dihydrochloride). Isolated yield 96.0%. RXN SMILES: [CH2:1]([C@@:3]1([C:16]([N:18]2[CH2:23][CH2:22][N:21]([C:24]3[CH:29]=[C:28]([C:30]([F:33])([F:32])[F:31])[CH:27]=[CH:26][N:25]=3)[CH2:20][CH2:19]2)=[O:17])[CH2:7][CH2:6][C@H:5]([NH:8]C(=O)OC(C)(C)C)[CH2:4]1)[CH3:2].[ClH:34]>O1CCOCC1>[ClH:34].[ClH:34].[CH2:1]([C@@:3]1([C:16]([N:18]2[CH2:23][CH2:22][N:21]([C:24]3[CH:29]=[C:28]([C:30]([F:33])([F:32])[F:31])[CH:27]=[CH:26][N:25]=3)[CH2:20][CH2:19]2)=[O:17])[CH2:7][CH2:6][C@H:5]([NH2:8])[CH2:4]1)[CH3:2] |f:3.4.5|. Reported procedure: tert-Butyl [(1S,3R)-3-ethyl-3-(4-[4-(trifluoromethyl)pyridin-2-yl]piperazin-1-ylcarbonyl)cyclopentyl]carbamate (0.39 g, 0.83 mmol) was dissolved in a 4 M solution of hydrogen chloride in 1,4-dioxane (3.1 mL) and the solution was stirred at room temperature overnight. The reaction solution was evaporated to give the desird product as a yellow powder (0.36 g, 96%). Starting materials: OC=1C=C(CNC(C(CC2=CNC3=CC=CC=C23)SSC(C(=O)NCC2=CC(=C(C=C2)C(=O)OC)O)CC2=CNC3=CC=CC=C23)=O)C=CC1C(=O)OC (2,2'-dithiobis[N-(3-hydroxy-4-methoxycarbonylbenzyl)-3-(3-indolyl)propanamide]), C(=O)([O-])[O-].[K+].[K+] (K2CO3). The solvent is CO.O (MeOH water). Yields the product C(=O)(O)C1=C(C=C(CNC(C(CC2=CNC3=CC=CC=C23)SSC(C(=O)NCC2=CC(=C(C=C2)C(=O)O)O)CC2=CNC3=CC=CC=C23)=O)C=C1)O (2,2'-dithiobis[N-(4-carboxy-3-hydroxybenzyl)-3-(3-indolyl)propanamide]). Reaction SMILES: [OH:1][C:2]1[CH:3]=[C:4]([CH:48]=[CH:49][C:50]=1[C:51]([O:53]C)=[O:52])[CH2:5][NH:6][C:7](=[O:47])[CH:8]([S:19][S:20][CH:21]([CH2:37][C:38]1[C:46]2[C:41](=[CH:42][CH:43]=[CH:44][CH:45]=2)[NH:40][CH:39]=1)[C:22]([NH:24][CH2:25][C:26]1[CH:31]=[CH:30][C:29]([C:32]([O:34]C)=[O:33])=[C:28]([OH:36])[CH:27]=1)=[O:23])[CH2:9][C:10]1[C:18]2[C:13](=[CH:14][CH:15]=[CH:16][CH:17]=2)[NH:12][CH:11]=1.C([O-])([O-])=O.[K+].[K+]>CO.O>[C:32]([C:29]1[CH:30]=[CH:31][C:26]([CH2:25][NH:24][C:22](=[O:23])[CH:21]([S:20][S:19][CH:8]([CH2:9][C:10]2[C:18]3[C:13](=[CH:14][CH:15]=[CH:16][CH:17]=3)[NH:12][CH:11]=2)[C:7]([NH:6][CH2:5][C:4]2[CH:48]=[CH:49][C:50]([C:51]([OH:53])=[O:52])=[C:2]([OH:1])[CH:3]=2)=[O:47])[CH2:37][C:38]2[C:46]3[C:41](=[CH:42][CH:43]=[CH:44][CH:45]=3)[NH:40][CH:39]=2)=[CH:27][C:28]=1[OH:36])([OH:34])=[O:33] |f:1.2.3,4.5|. Procedure: Hydrolysis of 57 (0.28 g) with K2CO3 in MeOH/water at 50° C. for 5 hours, under nitrogen as above, gave an oil. Chromatography on silica gel, eluting with EtOAc:light petroleum (1:1) containing 1% AcOH, gave 2,2'-dithiobis[N-(4-carboxy-3-hydroxybenzyl)-3-(3-indolyl)propanamide] (58) [VI: n=2; R1 =R3 =H, R2 =(CH2)2CONHCH2Ph{3-OH, 4-COOH}] (72 mg, 27% mp (MeOH/dilute HCl) 160°-163.5° C. (dec). The reactants are C1(=CC=CC=C1)C(O)(C1CCN(CC1)CC1=CC=CC=C1)C1=CC=CC=C1 (α,α-diphenyl-1-(phenylmethyl)-4-piperidinemethanol). Reagents/catalysts: [Pd] (palladium on carbon). The solvent is C(C)O (ethanol). Reaction conditions: time 3 day. Product: C1(=CC=CC=C1)C(O)(C1CCNCC1)C1=CC=CC=C1 (α,α-Diphenyl-4-piperidinemethanol). Yield: 99.9%. Reaction SMILES: [C:1]1([C:7]([C:22]2[CH:27]=[CH:26][CH:25]=[CH:24][CH:23]=2)([CH:9]2[CH2:14][CH2:13][N:12](CC3C=CC=CC=3)[CH2:11][CH2:10]2)[OH:8])[CH:6]=[CH:5][CH:4]=[CH:3][CH:2]=1>[Pd].C(O)C>[C:1]1([C:7]([C:22]2[CH:27]=[CH:26][CH:25]=[CH:24][CH:23]=2)([CH:9]2[CH2:14][CH2:13][NH:12][CH2:11][CH2:10]2)[OH:8])[CH:2]=[CH:3][CH:4]=[CH:5][CH:6]=1. Reported procedure: A mixture of 35.8 g (0.1 mole) of α,α-diphenyl-1-(phenylmethyl)-4-piperidinemethanol and 5% palladium on carbon catalyst in 500 ml of absolute ethanol was hydrogenated at 60° C. in a Parr apparatus for 3 days. The mixture was filtered through Celite® and the filtrate was concentrated to give a solid residue. The solid was triturated with petroleum ether (30°-60° C.), collected by filtration and dried to give 26.7 g of title compound as a white solid. An analytical sample was obtained by recrysta... Starting materials: O=C([O-])O, Cc1ccc(Oc2cccc(CO)c2)nc1, ClCCl, [Na+], O=S(Cl)Cl. The product is Cc1ccc(Oc2cccc(CCl)c2)nc1. As a reaction SMILES: [C:21](=[O:22])([OH:23])[O-:24].[CH3:1][c:2]1[cH:3][cH:4][c:5]([O:8][c:9]2[cH:10][c:11]([CH2:15][OH:16])[cH:12][cH:13][cH:14]2)[n:6][cH:7]1.[Cl:26][CH2:27][Cl:28].[Na+:25].[S:17]([Cl:18])([Cl:19])=[O:20]>>[CH3:1][c:2]1[cH:3][cH:4][c:5]([O:8][c:9]2[cH:10][c:11]([CH2:15][Cl:19])[cH:12][cH:13][cH:14]2)[n:6][cH:7]1. Starting materials: N(=NC(=O)OCC)C(=O)OCC (diethyl azodicarboxylate), FC(C(CCO)NCC1=CC=CC=C1)F (4,4-difluoro-3-benzylamino-butanol), C1(=CC=CC=C1)P(C1=CC=CC=C1)C1=CC=CC=C1 (triphenylphosphine), C1(C=2C(C(N1)=O)=CC=CC2)=O (phthalimide). The solvent is C(C)(=O)OCC.C1CCCCC1 (ethyl acetate cyclohexane), O1CCCC1 (tetrahydrofuran), O1CCCC1 (tetrahydrofuran). Conditions: time 0.5 hour. Yields the product FC(C(CCN1C(C=2C(C1=O)=CC=CC2)=O)NCC2=CC=CC=C2)F (N-(4,4-difluoro-3-benzylamino-butyl)-phthalimide). Yield: 65.0%. Reaction SMILES: N(C(OCC)=O)=NC(OCC)=O.[F:13][CH:14]([F:27])[CH:15]([NH:19][CH2:20][C:21]1[CH:26]=[CH:25][CH:24]=[CH:23][CH:22]=1)[CH2:16][CH2:17]O.C1(P(C2C=CC=CC=2)C2C=CC=CC=2)C=CC=CC=1.[C:47]1(=[O:57])[NH:51][C:50](=[O:52])[C:49]2=[CH:53][CH:54]=[CH:55][CH:56]=[C:48]12>O1CCCC1.C(OCC)(=O)C.C1CCCCC1>[F:13][CH:14]([F:27])[CH:15]([NH:19][CH2:20][C:21]1[CH:26]=[CH:25][CH:24]=[CH:23][CH:22]=1)[CH2:16][CH2:17][N:51]1[C:50](=[O:52])[C:49]2=[CH:53][CH:54]=[CH:55][CH:56]=[C:48]2[C:47]1=[O:57] |f:5.6|. Reported procedure: A solution of diethyl azodicarboxylate (0.639 g, 3.65 mM), in anhydrous tetrahydrofuran (5 ml) is added, dropwise, over a period of 0.5 hours, at room temperature to a mixture of 4,4-difluoro-3-benzylamino-butanol (0.790 g, 3.65 mM) prepared as in Step C, triphenylphosphine (0.962 g, 3.65 mM), and phthalimide (0.540 g, 3.65 mM) in tetrahydrofuran (20 ml). After stirring for 2.5 hours at room temperature, the solvent is evaporated in vacuo. The residue is taken off in benzene and the solution fil... Starting materials: C24H21ClF3N5O, ClCl (chlorine), N1(C=NC2=C1CCCC2)C2=C(C=C(C(=O)O)C=C2)C(F)(F)F (4-(4,5,6,7-tetrahydrobenzimidazol-1-yl)-3-trifluoromethylbenzoic acid), CN(C)C(=[N+](C)C)ON1C2=C(C=CC=C2)N=N1.[B-](F)(F)(F)F (TBTU), ClC1=CC2=C(NC(=N2)CCN)C=C1 ((5-chloro-1H-benzimidazol-2-yl)ethylamine). Solvent: C(C)(=O)OCC.C(C)O (ethyl acetate ethanol), O1CCCC1 (tetrahydrofuran), C(C)N(CC)CC (triethylamine). The product is ClC1=CC2=C(NC(=N2)C(C)NC(C2=CC(=C(C=C2)N2C=NC3=C2CCCC3)C(F)(F)F)=O)C=C1 (rac.-N-[1-(5-chloro-1H-benzimidazol-2-yl)ethyl]-4-(4,5,6,7-tetrahydrobenzimidazol-1-yl)-3-trifluoromethylbenzamide). The yield is 65.0%. Reaction SMILES: [N:1]1([C:10]2[CH:18]=[CH:17][C:13]([C:14]([OH:16])=O)=[CH:12][C:11]=2[C:19]([F:22])([F:21])[F:20])[C:5]2[CH2:6][CH2:7][CH2:8][CH2:9][C:4]=2[N:3]=[CH:2]1.C[N:24](C(ON1N=NC2C=CC=CC1=2)=[N+](C)C)C.[B-](F)(F)(F)F.[Cl:45][C:46]1[CH:57]=[CH:56][C:49]2[NH:50][C:51]([CH2:53][CH2:54]N)=[N:52][C:48]=2[CH:47]=1.ClCl>O1CCCC1.C(OCC)(=O)C.C(O)C.C(N(CC)CC)C>[Cl:45][C:46]1[CH:57]=[CH:56][C:49]2[NH:50][C:51]([CH:53]([NH:24][C:14](=[O:16])[C:13]3[CH:17]=[CH:18][C:10]([N:1]4[C:5]5[CH2:6][CH2:7][CH2:8][CH2:9][C:4]=5[N:3]=[CH:2]4)=[C:11]([C:19]([F:20])([F:21])[F:22])[CH:12]=3)[CH3:54])=[N:52][C:48]=2[CH:47]=1 |f:1.2,6.7|. Procedure details: Prepared analogously to Example 1g from 4-(4,5,6,7-tetrahydrobenzimidazol-1-yl)-3-trifluoromethylbenzoic acid, TBTU, triethylamine, and (5-chloro-1H-benzimidazol-2-yl)ethylamine in tetrahydrofuran. Yield: 65%; Rf value: 0.30 (silica gel; ethyl acetate/ethanol=4:1); C24H21ClF3N5O (487.91); mass spectrum: (M−H)−=486/488 (chlorine isotope). The reactants are Brc1ccc2c(c1)C=C2, [Mg]. The product is [Br-], [Mg+]c1ccc2c(c1)C=C2. As a reaction SMILES: [Br:1][c:2]1[cH:3][c:4]2[c:5]([cH:8][cH:9]1)[CH:6]=[CH:7]2.[Mg:10]>>[Br-:1].[c:2]1([Mg+:10])[cH:3][c:4]2[c:5]([cH:8][cH:9]1)[CH:6]=[CH:7]2.